Dataset: the Open Reaction Database (ORD), a public repository of structured organic reaction records. Task: describe an organic reaction: reactants, conditions, products, and yield Reactants: BrC1=CC(=C(C(=C1)C(C)(C)C)O)C(C)(C)C (4-bromo-2,6-di-t-butylphenol), C(OC)COC (dimethoxyethane), COC1=C(C=C(C=C1)C=O)B(O)O (2-methoxy-5-formylphenyl boronic acid), C(=O)([O-])[O-].[K+].[K+] (K2CO3). Reagents/catalysts: C=1C=CC(=CC1)[P](C=2C=CC=CC2)(C=3C=CC=CC3)[Pd]([P](C=4C=CC=CC4)(C=5C=CC=CC5)C=6C=CC=CC6)([P](C=7C=CC=CC7)(C=8C=CC=CC8)C=9C=CC=CC9)[P](C=1C=CC=CC1)(C=1C=CC=CC1)C=1C=CC=CC1 (tetrakis(triphenylphosphine)palladium(0)). Solvent: O (H2O). Yields the product C(C)(C)(C)C=1C=C(C=C(C1O)C(C)(C)C)C1(CC(C=O)=CC=C1)OC (3-(3,5-di-t-butyl-4-hydroxyphenyl)-3-methoxybenzaldehyde). The yield is 61.0%. As a reaction SMILES: Br[C:2]1[CH:7]=[C:6]([C:8]([CH3:11])([CH3:10])[CH3:9])[C:5]([OH:12])=[C:4]([C:13]([CH3:16])([CH3:15])[CH3:14])[CH:3]=1.CO[C:19]1[CH:24]=[CH:23][C:22]([CH:25]=[O:26])=[CH:21][C:20]=1B(O)O.[C:30]([O-])([O-])=[O:31].[K+].[K+].C(COC)OC>C1C=CC([P]([Pd]([P](C2C=CC=CC=2)(C2C=CC=CC=2)C2C=CC=CC=2)([P](C2C=CC=CC=2)(C2C=CC=CC=2)C2C=CC=CC=2)[P](C2C=CC=CC=2)(C2C=CC=CC=2)C2C=CC=CC=2)(C2C=CC=CC=2)C2C=CC=CC=2)=CC=1.O>[C:13]([C:4]1[CH:3]=[C:2]([C:20]2([O:31][CH3:30])[CH:19]=[CH:24][CH:23]=[C:22]([CH:25]=[O:26])[CH2:21]2)[CH:7]=[C:6]([C:8]([CH3:11])([CH3:10])[CH3:9])[C:5]=1[OH:12])([CH3:16])([CH3:15])[CH3:14] |f:2.3.4,^1:45,47,66,85|. Procedure: The intermediate 3-(3,5-di-t-butyl-4-hydroxyphenyl)-3-methoxybenzaldehyde was prepared in a manner similar to the procedure described in Example 1 b using 4-bromo-2,6-di-t-butylphenol (0.50 g, 1.75 mmol), 2-methoxy-5-formylphenyl boronic acid (0.315 g, 1.75 mmol), tetrakis(triphenylphosphine)palladium(0) (0.20 g, 0.175 mmol), K2CO3 (0.95 g, 7.0 mmol), dimethoxyethane (15 mL) and H2O (1 mL); 367 mg, 61% yield. Starting materials: Cc1nn(C)c(Cl)c1S(=O)(=O)Cl, CCOC(=O)Cc1csc(N)n1. The product is CCOC(=O)Cc1csc(NS(=O)(=O)c2c(C)nn(C)c2Cl)n1. As a reaction SMILES: [Cl:13][c:14]1[c:15]([S:21](=[O:22])(=[O:23])[Cl:24])[c:16]([CH3:20])[n:17][n:18]1[CH3:19].[NH2:1][c:2]1[s:3][cH:4][c:5]([CH2:7][C:8](=[O:9])[O:10][CH2:11][CH3:12])[n:6]1>>[NH:1]([c:2]1[s:3][cH:4][c:5]([CH2:7][C:8](=[O:9])[O:10][CH2:11][CH3:12])[n:6]1)[S:21]([c:15]1[c:14]([Cl:13])[n:18]([CH3:19])[n:17][c:16]1[CH3:20])(=[O:22])=[O:23]. Reactants: C1N(CC[C@@]12CNCC2)C2=CC=C(C=C2)N2C(C1=CC=C(C=C1CC2)O)=O (2-[(S)-4-(2,7-diaza-spiro[4.4]non-2-yl)-phenyl]-6-hydroxy-3,4-dihydro-2H-isoquinolin-1-one), CC1(C)CO1 (isobutylene oxide), [Br-].[Li+] (lithium bromide), CN1CCCC1=O (NMP). Run in O (water), C(C)(=O)OCC (ethyl acetate). Reaction conditions: temperature 65 celsius. Yields the product OC=1C=C2CCN(C(C2=CC1)=O)C1=CC=C(C=C1)N1C[C@@]2(CC1)CN(CC2)CC(C)(C)O (6-Hydroxy-2-{4-[(S)-7-(2-hydroxy-2-methyl-propyl)-2,7-diaza-spiro[4.4]non-2-yl]-phenyl}-3,4-dihydro-2H-isoquinolin-1-one). RXN SMILES: [CH2:1]1[C@@:5]2([CH2:9][CH2:8][NH:7][CH2:6]2)[CH2:4][CH2:3][N:2]1[C:10]1[CH:15]=[CH:14][C:13]([N:16]2[CH2:25][CH2:24][C:23]3[C:18](=[CH:19][CH:20]=[C:21]([OH:26])[CH:22]=3)[C:17]2=[O:27])=[CH:12][CH:11]=1.[CH3:28][C:29]1([O:32][CH2:31]1)[CH3:30].[Br-].[Li+].CN1C(=O)CCC1>O.C(OCC)(=O)C>[OH:26][C:21]1[CH:22]=[C:23]2[C:18](=[CH:19][CH:20]=1)[C:17](=[O:27])[N:16]([C:13]1[CH:14]=[CH:15][C:10]([N:2]3[CH2:3][CH2:4][C@:5]4([CH2:9][CH2:8][N:7]([CH2:28][C:29]([OH:32])([CH3:31])[CH3:30])[CH2:6]4)[CH2:1]3)=[CH:11][CH:12]=1)[CH2:25][CH2:24]2 |f:2.3|. Reported procedure: A mixture of 2-[(S)-4-(2,7-diaza-spiro[4.4]non-2-yl)-phenyl]-6-hydroxy-3,4-dihydro-2H-isoquinolin-1-one (0.50 g), isobutylene oxide (0.10 g), lithium bromide (0.12 g) and NMP (1 mL) was heated at 65° C. for 5 hours. The cooled reaction mixture was distributed between ethyl acetate and water. The organic phase was dried over magnesium sulfate and concentrated. In this way the product was obtained with molecular weight 435.57 (C26H33N3O3); MS (ESI): 436 (M+H+).